From a dataset of the Open Reaction Database (ORD), a public repository of structured organic reaction records. describe an organic reaction: reactants, conditions, products, and yield Starting materials: Cl (hydrochloric acid), CC1=C(N=C(O1)C1=CC=CC=C1)CNC(=O)C1=CC=C(CN2N=C(C(=C2)CCC(=O)OCC)C2=CC=CC=C2)C=C1 (ethyl 3-[1-[4-(5-methyl-2-phenyl-4-oxazolylmethylaminocarbonyl)benzyl]-3-phenyl-1H-pyrazol-4-yl]propionate), [OH-].[Na+] (sodium hydroxide), C(C)O (ethanol). Run in O1CCCC1 (tetrahydrofuran). Conditions: time 2 hour. Product: CC1=C(N=C(O1)C1=CC=CC=C1)CNC(=O)C1=CC=C(CN2N=C(C(=C2)CCC(=O)O)C2=CC=CC=C2)C=C1 (3-[1-[4-(5-methyl-2-phenyl-4-oxazolylmethylaminocarbonyl)benzyl]-3-phenyl-1H-pyrazol-4-yl]propionic acid). The yield is 95.8%. As a reaction SMILES: [CH3:1][C:2]1[O:6][C:5]([C:7]2[CH:12]=[CH:11][CH:10]=[CH:9][CH:8]=2)=[N:4][C:3]=1[CH2:13][NH:14][C:15]([C:17]1[CH:41]=[CH:40][C:20]([CH2:21][N:22]2[CH:26]=[C:25]([CH2:27][CH2:28][C:29]([O:31]CC)=[O:30])[C:24]([C:34]3[CH:39]=[CH:38][CH:37]=[CH:36][CH:35]=3)=[N:23]2)=[CH:19][CH:18]=1)=[O:16].[OH-].[Na+].C(O)C.Cl>O1CCCC1>[CH3:1][C:2]1[O:6][C:5]([C:7]2[CH:12]=[CH:11][CH:10]=[CH:9][CH:8]=2)=[N:4][C:3]=1[CH2:13][NH:14][C:15]([C:17]1[CH:41]=[CH:40][C:20]([CH2:21][N:22]2[CH:26]=[C:25]([CH2:27][CH2:28][C:29]([OH:31])=[O:30])[C:24]([C:34]3[CH:35]=[CH:36][CH:37]=[CH:38][CH:39]=3)=[N:23]2)=[CH:19][CH:18]=1)=[O:16] |f:1.2|. Reported procedure: A mixture of ethyl 3-[1-[4-(5-methyl-2-phenyl-4-oxazolylmethylaminocarbonyl)benzyl]-3-phenyl-1H-pyrazol-4-yl]propionate (550 mg), 1 N aqueous sodium hydroxide solution (1.3 ml), ethanol (2 ml), and tetrahydrofuran (2 ml) was stirred at room temperature for two hours. The reaction mixture was acidified with dilute hydrochloric acid, and extracted with ethyl acetate. The ethyl acetate layer was washed with saturated aqueous sodium chloride solution, dried (MgSO4), and concentrated. The obtained cr...